From a dataset of the Open Reaction Database (ORD), a public repository of structured organic reaction records. describe an organic reaction: reactants, conditions, products, and yield Reactants: C(CCCCCCCCC)NCCCCCCCCCC (di-n-decylamine), C(C)(=O)OCC=CCOC(C)=O (2-butene-1,4-diol diacetate). The reagents and catalysts are C=1C=CC(=CC1)[P](C=2C=CC=CC2)(C=3C=CC=CC3)[Pd]([P](C=4C=CC=CC4)(C=5C=CC=CC5)C=6C=CC=CC6)([P](C=7C=CC=CC7)(C=8C=CC=CC8)C=9C=CC=CC9)[P](C=1C=CC=CC1)(C=1C=CC=CC1)C=1C=CC=CC1 (tetrakis(triphenylphosphine)palladium(0)). Solvent: O1CCCC1 (tetrahydrofuran). Reaction conditions: time 8 hour. Yields the product C(CCCCCCCCC)N(CC=CCN(CCCCCCCCCC)CCCCCCCCCC)CCCCCCCCCC (N,N,N',N'-Tetradecyl-2-butene-1,4-diamine), clear oil. Yield: 49.0%. As a reaction SMILES: [CH2:1]([NH:11][CH2:12][CH2:13][CH2:14][CH2:15][CH2:16][CH2:17][CH2:18][CH2:19][CH2:20][CH3:21])[CH2:2][CH2:3][CH2:4][CH2:5][CH2:6][CH2:7][CH2:8][CH2:9][CH3:10].C(O[CH2:26][CH:27]=[CH:28][CH2:29]OC(=O)C)(=O)C>O1CCCC1.C1C=CC([P]([Pd]([P](C2C=CC=CC=2)(C2C=CC=CC=2)C2C=CC=CC=2)([P](C2C=CC=CC=2)(C2C=CC=CC=2)C2C=CC=CC=2)[P](C2C=CC=CC=2)(C2C=CC=CC=2)C2C=CC=CC=2)(C2C=CC=CC=2)C2C=CC=CC=2)=CC=1>[CH2:12]([N:11]([CH2:1][CH2:2][CH2:3][CH2:4][CH2:5][CH2:6][CH2:7][CH2:8][CH2:9][CH3:10])[CH2:26][CH:27]=[CH:28][CH2:29][N:11]([CH2:12][CH2:13][CH2:14][CH2:15][CH2:16][CH2:17][CH2:29][CH2:28][CH2:27][CH3:26])[CH2:1][CH2:2][CH2:3][CH2:4][CH2:5][CH2:6][CH2:7][CH2:8][CH2:9][CH3:10])[CH2:13][CH2:14][CH2:15][CH2:16][CH2:17][CH2:18][CH2:19][CH2:20][CH3:21] |^1:42,44,63,82|. Procedure: A solution of di-n-decylamine (10.9 g, 36.6 mmol) and 2-butene-1,4-diol diacetate (3.15 g, 18.3 mmol) in tetrahydrofuran (THF) (150 ml) is treated with tetrakis(triphenylphosphine)palladium(0) (1.0 g, 0.9 mmol) and stirred at room temperature overnight. The reaction mixture is concentrated in vacuo to a oil that is redissolved in THF (500 ml) and treated with 20% aqueous sodium hydroxide (250 ml). The mixture is stirred for one hour, concentrated, and extracted with ether. The ether extracts are... Reactants: Cl, [H-], [Na+], CN(C)C=O, Cc1ccc(S(=O)(=O)Cl)cc1, c1ccc2[nH]ccc2c1. Yields the product Cc1ccc(S(=O)(=O)n2ccc3ccccc32)cc1. Reaction SMILES: [ClH:23].[H-:11].[Na+:10].[O:24]=[CH:25][N:26]([CH3:27])[CH3:28].[S:12](=[O:13])(=[O:14])([c:15]1[cH:16][cH:17][c:18]([CH3:19])[cH:20][cH:21]1)[Cl:22].[nH:1]1[cH:2][cH:3][c:4]2[cH:5][cH:6][cH:7][cH:8][c:9]12>>[n:1]1([S:12](=[O:13])(=[O:14])[c:15]2[cH:16][cH:17][c:18]([CH3:19])[cH:20][cH:21]2)[cH:2][cH:3][c:4]2[cH:5][cH:6][cH:7][cH:8][c:9]12. Reaction conditions: temperature 60 celsius. Product: C1(CCCC1)OC1=CC2=C(C(CC3(CCC3)O2)=O)C=C1 (7-Cyclopentyloxy-3,4-dihydro-4-oxo-spiro[2H-1-benzopyran-2,1′-cyclobutane]). Reaction SMILES: [C:1]12([CH2:9][CH:8](NC(NC3SC4C=C(C)C=CC=4N=3)=O)[C:7]3[CH:24]=[CH:25][CH:26]=[CH:27][C:6]=3[O:5]1)[CH2:4][CH2:3][CH2:2]2.[CH:28]1(Br)C[CH2:31][CH2:30][CH2:29]1.[C:34]([O-:37])([O-])=O.[K+].[K+].CN(C=[O:44])C>>[CH:34]1([O:37][C:26]2[CH:25]=[CH:24][C:7]3[C:8](=[O:44])[CH2:9][C:1]4([O:5][C:6]=3[CH:27]=2)[CH2:2][CH2:3][CH2:4]4)[CH2:31][CH2:30][CH2:29][CH2:28]1 |f:2.3.4|. Procedure: To a solution of 3,4-Dihydro-7-hydroxy-4-oxo-spiro[2H-1-benzopyran-2,1′-cyclobutane] (10 mmol) (from example 18) in DMF, cyclopentyl bromide (12 mmol) and K2CO3 (12 mmol) was added and the reaction mixture was heated at 60° C. for 12 h. Solvent was then evaporated and the residue was dissolved in ethyl acetate. Organic layer was washed with water, brine and separated. It was then dried on anhydrous Na2SO4 and concentrated to afford the desired product as oil. Reactants: C12(CCC1)OC1=C(C(C2)NC(=O)NC=2SC3=C(N2)C=CC(=C3)C)C=CC=C1 ((±) 1-(3,4-Dihydro-spiro[2H-1-benzopyran-2,1′-cyclobutane]-4-yl)-3-(6-methyl-1,3-benzothiazol-2-yl)urea), C1(CCCC1)Br (cyclopentyl bromide), C(=O)([O-])[O-].[K+].[K+] (K2CO3), CN(C)C=O (DMF). Starting materials: C(C)NC(=O)NC1=CC=C(C=C1)C=1N=C(C2=C(N1)CCNC2)N2[C@H](COCC2)C ((S)-1-ethyl-3-(4-(4-(3-methylmorpholino)-5,6,7,8-tetrahydropyrido[4,3-d]pyrimidin-2-yl)phenyl)urea), ClC(=O)OCC (ethyl chloroformate). Product: C(C)NC(NC1=CC=C(C=C1)C=1N=C(C2=C(N1)CCN(C2)C(=O)OCC)N2[C@H](COCC2)C)=O ((S)-ethyl 2-(4-(3-ethylureido)phenyl)-4-(3-methylmorpholino)-7,8-dihydropyrido[4,3-d]pyrimidine-6(5H)-carboxylate). As a reaction SMILES: [CH2:1]([NH:3][C:4]([NH:6][C:7]1[CH:12]=[CH:11][C:10]([C:13]2[N:14]=[C:15]([N:23]3[CH2:28][CH2:27][O:26][CH2:25][C@@H:24]3[CH3:29])[C:16]3[CH2:22][NH:21][CH2:20][CH2:19][C:17]=3[N:18]=2)=[CH:9][CH:8]=1)=[O:5])[CH3:2].Cl[C:31]([O:33][CH2:34][CH3:35])=[O:32]>>[CH2:1]([NH:3][C:4](=[O:5])[NH:6][C:7]1[CH:12]=[CH:11][C:10]([C:13]2[N:14]=[C:15]([N:23]3[CH2:28][CH2:27][O:26][CH2:25][C@@H:24]3[CH3:29])[C:16]3[CH2:22][N:21]([C:31]([O:33][CH2:34][CH3:35])=[O:32])[CH2:20][CH2:19][C:17]=3[N:18]=2)=[CH:9][CH:8]=1)[CH3:2]. Procedure: Method as example 34 using (S)-1-ethyl-3-(4-(4-(3-methylmorpholino)-5,6,7,8-tetrahydropyrido[4,3-d]pyrimidin-2-yl)phenyl)urea (example 12) and ethyl chloroformate as starting materials. The reactants are CON=C(C(=O)OC)C1=CC(=CC=C1)OC (Methyl 2-methoxyimino-2-(3-methoxyphenyl)acetate), aqueous solution, [OH-].[Na+] (sodium hydroxide), ( 5-3 ). Product: CON=C(C(=O)O)C1=CC(=CC=C1)OC (2-methoxyimino-2-(3-methoxyphenyl)acetic acid). The yield is 82.0%. Reaction SMILES: [CH3:1][O:2][N:3]=[C:4]([C:9]1[CH:14]=[CH:13][CH:12]=[C:11]([O:15][CH3:16])[CH:10]=1)[C:5]([O:7]C)=[O:6].[OH-].[Na+]>>[CH3:1][O:2][N:3]=[C:4]([C:9]1[CH:14]=[CH:13][CH:12]=[C:11]([O:15][CH3:16])[CH:10]=1)[C:5]([OH:7])=[O:6] |f:1.2|. Reported procedure: Methyl 2-methoxyimino-2-(3-methoxyphenyl)acetate (syn isomer) (1.6 g.) and a 2 N aqueous solution of sodium hydroxide (4 ml.) were treated according to a similar manner to that of Preparation (5-3) (c) to give oil of 2-methoxyimino-2-(3-methoxyphenyl)acetic acid (syn isomer) (1.23 g.).